Task: describe an organic reaction: reactants, conditions, products, and yield. Dataset: the Open Reaction Database (ORD), a public repository of structured organic reaction records Reactants: NC1=NC(=C(C(=N1)Cl)C#N)SC (2-amino-4-chloro-6-methylsulfanyl-pyrimidine-5-carbonitrile), C1(=CC=CC=C1)C1N(O1)S(=O)(=O)C1=CC=CC=C1 (3-phenyl-2-(phenylsulfonyl)oxaziridine). Run in ClCCl (dichloromethane), CN(C)C=O (DMF). Run at time 16 hour. Yields the product NC1=NC(=C(C(=N1)Cl)C#N)S(=O)C (2-amino-4-chloro-6-methanesulfinyl-pyrimidine-5-carbonitrile). The yield is 69.4%. Reaction SMILES: [NH2:1][C:2]1[N:7]=[C:6]([Cl:8])[C:5]([C:9]#[N:10])=[C:4]([S:11][CH3:12])[N:3]=1.C1(C2[O:21]N2S(C2C=CC=CC=2)(=O)=O)C=CC=CC=1>ClCCl.CN(C=O)C>[NH2:1][C:2]1[N:7]=[C:6]([Cl:8])[C:5]([C:9]#[N:10])=[C:4]([S:11]([CH3:12])=[O:21])[N:3]=1. Procedure: To a stirred suspension of 2.00 g (9.97 mmol) 2-amino-4-chloro-6-methylsulfanyl-pyrimidine-5-carbonitrile in 6 ml dichloromethane and 20 ml DMF was added 5.21 g (19.9 mmol) 3-phenyl-2-(phenylsulfonyl)oxaziridine and stirring continued for 16 hours at room temperature. The reaction mixture was then concentrated in vacuo and the residue recrystallised from ether/dichloromethane to afford 1.50 g (69%) 2-amino-4-chloro-6-methanesulfinyl-pyrimidine-5-carbonitrile as a white crystalline solid. ES-MS m... Reactants: [N+](=O)([O-])C=1C(=NN(C1)C1OCCCC1)C=O (4-nitro-1-(tetrahydropyran-2-yl)-1H-pyrazole-3-carbaldehyde), CN1CCN(CC1)C=1C=C(C(=CC1)N)N (4-(4-methylpiperazino)-1,2-benzenediamine). Run in CO (methanol). Reaction conditions: temperature 22 celsius, time 3 hour. Yields the product CN1CCN(CC1)C=1C=CC2=C(NC(=N2)C2=NN(C=C2[N+](=O)[O-])C2OCCCC2)C1 (6-(4-methylpiperazin-1-yl)-2-[4-nitro-1-(tetrahydropyran-2-yl)-1H-pyrazol-3-yl]-1H-benzimidazole). Yield: 27.3%. As a reaction SMILES: [N+:1]([C:4]1[C:5]([CH:15]=O)=[N:6][N:7]([CH:9]2[CH2:14][CH2:13][CH2:12][CH2:11][O:10]2)[CH:8]=1)([O-:3])=[O:2].[CH3:17][N:18]1[CH2:23][CH2:22][N:21]([C:24]2[CH:25]=[C:26]([NH2:31])[C:27]([NH2:30])=[CH:28][CH:29]=2)[CH2:20][CH2:19]1>CO>[CH3:17][N:18]1[CH2:19][CH2:20][N:21]([C:24]2[CH:29]=[CH:28][C:27]3[N:30]=[C:15]([C:5]4[C:4]([N+:1]([O-:3])=[O:2])=[CH:8][N:7]([CH:9]5[CH2:14][CH2:13][CH2:12][CH2:11][O:10]5)[N:6]=4)[NH:31][C:26]=3[CH:25]=2)[CH2:22][CH2:23]1. Procedure: 742 mg of 4-nitro-1-(tetrahydropyran-2-yl)-1H-pyrazole-3-carbaldehyde are added to a solution of 680 mg of 4-(4-methylpiperazino)-1,2-benzenediamine in 30 mL of methanol. The reaction medium is stirred at 22° C. for 3 hours. The reaction medium is heated at 60° C. using an oil bath for 1H30, and then stirred at 22° C. for 64 hours. After evaporation, the reaction crude is purified by flash chromatography on an Intelliflash apparatus on an Analogix RS-12 cartridge. The elution is carried out in d... Reactants: 13.5, N1C=NC(=C1)\C=C\1/C(C2=CC=CC(=C2CC1)OC[C@@H]1N(CCC1)C1=C2N=CNC2=NC=N1)=O (2-[1-(1H-imidazol-4-yl)meth-(Z)-ylidene]-5-[(R)-1-(9H-purin-6-yl)pyrrolidin-2-ylmethoxy]-3,4-dihydro-2H-naphthalen-1-one), [OH-].[Na+] (NaOH). Reagents/catalysts: [Zn] (zinc). Run in C(C)(=O)O (acetic acid), O (water). Product: N1C=NC(=C1)CC1C(C2=CC=CC(=C2CC1)OC[C@@H]1N(CCC1)C1=C2N=CNC2=NC=N1)=O (2-(1H-imidazol-4-yl-methyl)-5-[(R)-1-(9H-purin-6-yl)pyrrolidin-2-ylmethoxy]-3,4-dihydro-2H-naphthalen-1-one). RXN SMILES: [NH:1]1[CH:5]=[C:4](/[CH:6]=[C:7]2\[C:8](=[O:33])[C:9]3[C:14]([CH2:15][CH2:16]\2)=[C:13]([O:17][CH2:18][C@H:19]2[CH2:23][CH2:22][CH2:21][N:20]2[C:24]2[N:32]=[CH:31][N:30]=[C:29]4[C:25]=2[N:26]=[CH:27][NH:28]4)[CH:12]=[CH:11][CH:10]=3)[N:3]=[CH:2]1.[OH-].[Na+]>C(O)(=O)C.O.[Zn]>[NH:1]1[CH:5]=[C:4]([CH2:6][CH:7]2[CH2:16][CH2:15][C:14]3[C:9](=[CH:10][CH:11]=[CH:12][C:13]=3[O:17][CH2:18][C@H:19]3[CH2:23][CH2:22][CH2:21][N:20]3[C:24]3[N:32]=[CH:31][N:30]=[C:29]4[C:25]=3[N:26]=[CH:27][NH:28]4)[C:8]2=[O:33])[N:3]=[CH:2]1 |f:1.2|. Procedure details: 13.5 100 mg of 2-[1-(1H-imidazol-4-yl)meth-(Z)-ylidene]-5-[(R)-1-(9H-purin-6-yl)pyrrolidin-2-ylmethoxy]-3,4-dihydro-2H-naphthalen-1-one are heated at 80° C. for 30 min. together with 50 mg of zinc powder in 10 ml of conc. acetic acid and 5 ml of water. During this, the colour changes from greenish to yellowish. The batch is adjusted to pH 7 using conc. NaOH solution and extracted to exhaustion with ethyl acetate. The organic phase is dried over magnesium sulfate and freed from solvent in vacuo, ... Starting materials: BrC1=C(C=CC=C1)F (1-Bromo-2-fluorobenzene), C(CCC#C)O (pent-4-yn-1-ol), TEA. Reagents/catalysts: [Cu]I (CuI), C1=CC=C(C=C1)P(C2=CC=CC=C2)C3=CC=CC=C3.C1=CC=C(C=C1)P(C2=CC=CC=C2)C3=CC=CC=C3.C1=CC=C(C=C1)P(C2=CC=CC=C2)C3=CC=CC=C3.C1=CC=C(C=C1)P(C2=CC=CC=C2)C3=CC=CC=C3.[Pd] (tetrakis(triphenylphosphine)palladium(O)). Run in C(C)#N (acetonitrile). The product is FC1=C(C=CC=C1)C#CCCCO (5-(2-fluorophenyl)pent-4-yn-1-ol), 60. Isolated yield 43.0%. RXN SMILES: Br[C:2]1[CH:7]=[CH:6][CH:5]=[CH:4][C:3]=1[F:8].[CH2:9]([OH:14])[CH2:10][CH2:11][C:12]#[CH:13]>C(#N)C.[Cu]I.C1C=CC(P(C2C=CC=CC=2)C2C=CC=CC=2)=CC=1.C1C=CC(P(C2C=CC=CC=2)C2C=CC=CC=2)=CC=1.C1C=CC(P(C2C=CC=CC=2)C2C=CC=CC=2)=CC=1.C1C=CC(P(C2C=CC=CC=2)C2C=CC=CC=2)=CC=1.[Pd]>[F:8][C:3]1[CH:4]=[CH:5][CH:6]=[CH:7][C:2]=1[C:13]#[C:12][CH2:11][CH2:10][CH2:9][OH:14] |f:4.5.6.7.8|. Procedure: 1-Bromo-2-fluorobenzene [1072-85-1](3.0 g, 17 mmol, 1.0 equiv) and pent-4-yn-1-ol [5390-04-5](2.3 mL, 25 mmol, 1.5 equiv) were dissolved in acetonitrile (40 mL). CuI (0.13 g, 0.68 mmol, 0.04 equiv) and TEA (3.4 mL, 25 mmol, 1.5 equiv) was added to the stirred solution followed by tetrakis(triphenylphosphine)palladium(O) (0.39 g, 0.34 mmol, 0.02 equiv). The solution was heated at reflux for 16 hours. The solution was cooled, filtered through Celite, the Celite pad rinsed with EtOAc and the solven... Starting materials: C(C)C1(C(C2(C(NC(N2)=O)=O)CC(N1)(C)CC)C)C (7,9-diethyl-6,7,9-trimethyl-1,3,8-triazaspiro[4.5]decane-2,4-dione), O1C(COC2=CC=C(C=C2)C(C)(C)C2=CC=C(C=C2)OCC2CO2)C1 (2,2-bis[p-(2,3-epoxypropoxy)phenyl]propane), [OH-].[K+] (potassium hydroxide). Solvent: CN(C=O)C (N,N-dimethylformamide), CO (methanol). The product is OC(COC1=CC=C(C=C1)C(C)(C)C1=CC=C(C=C1)OCC(CN1C(NC2(C1=O)C(C(NC(C2)(CC)C)(CC)C)C)=O)O)CN2C(NC1(C2=O)C(C(NC(C1)(C)CC)(C)CC)C)=O (2,2-Bis{4-[2-hydroxy-3-(7,9-diethyl-6,7,9-trimethyl-2,4-dioxo-1,3,8-triazaspiro[4.5]dec-3-yl)propoxy]phenyl}propane). RXN SMILES: [CH2:1]([C:3]1([CH3:19])[NH:14][C:13]([CH2:16][CH3:17])([CH3:15])[CH2:12][C:5]2([NH:9][C:8](=[O:10])[NH:7][C:6]2=[O:11])[CH:4]1[CH3:18])[CH3:2].[O:20]1[CH2:44][CH:21]1[CH2:22][O:23][C:24]1[CH:29]=[CH:28][C:27]([C:30](C2C=CC(OCC3OC3)=CC=2)([CH3:32])[CH3:31])=[CH:26][CH:25]=1.[OH-:45].[K+]>CN(C)C=O.CO>[OH:45][CH:21]([CH2:44][N:7]1[C:6](=[O:11])[C:5]2([CH2:12][C:13]([CH2:16][CH3:17])([CH3:15])[NH:14][C:3]([CH2:1][CH3:2])([CH3:19])[CH:4]2[CH3:18])[NH:9][C:8]1=[O:10])[CH2:22][O:23][C:24]1[CH:29]=[CH:28][C:27]([C:30]([C:27]2[CH:28]=[CH:29][C:24]([O:23][CH2:22][CH:21]([OH:20])[CH2:44][N:7]3[C:6](=[O:11])[C:5]4([CH2:12][C:13]([CH3:15])([CH2:16][CH3:17])[NH:14][C:3]([CH3:19])([CH2:1][CH3:2])[CH:4]4[CH3:18])[NH:9][C:8]3=[O:10])=[CH:25][CH:26]=2)([CH3:31])[CH3:32])=[CH:26][CH:25]=1 |f:2.3|. Procedure details: 4.1 g of 7,9-diethyl-6,7,9-trimethyl-1,3,8-triazaspiro[4.5]decane-2,4-dione, 2.5 g of 2,2-bis[p-(2,3-epoxypropoxy)phenyl]propane and 0.05 g of potassium hydroxide were reacted in a mixture of 150 ml of N,N-dimethylformamide and 20 ml of methanol, following substantially the same procedure as described in Example 1. The desired Compound No. 104 was obtained in the form of a white powder, showing an Rf value of 0.66 on thin-layer chromatography on silica gel using a 8:1:1:1 by volume mixture of et...